From a dataset of the Open Reaction Database (ORD), a public repository of structured organic reaction records. describe an organic reaction: reactants, conditions, products, and yield Starting materials: Br, CC(=O)O, COc1ccc2nc(C)sc2c1. Product: Cc1nc2ccc(O)cc2s1. Reaction SMILES: [BrH:13].[CH3:14][C:15](=[O:16])[OH:17].[CH3:1][O:2][c:3]1[cH:4][c:5]2[c:6]([n:7][c:8]([CH3:10])[s:9]2)[cH:11][cH:12]1>>[OH:2][c:3]1[cH:4][c:5]2[c:6]([n:7][c:8]([CH3:10])[s:9]2)[cH:11][cH:12]1. The reactants are hydrazone, C(C)(=O)C1=CC=CC=C1 (acetophenone), NN (hydrazine). Run in C(C)O (ethanol). Reaction conditions: time 2 hour. Yields the product C1(=CC=CC=C1)CC=[N+]=[N-] (Phenylmethyldiazomethane). The yield is 68.8%. As a reaction SMILES: [C:1]([C:4]1[CH:9]=[CH:8][CH:7]=[CH:6][CH:5]=1)(=O)[CH3:2].[NH2:10][NH2:11]>C(O)C>[C:4]1([CH2:1][CH:2]=[N+:10]=[N-:11])[CH:9]=[CH:8][CH:7]=[CH:6][CH:5]=1. Procedure details: Acetopheneone hydrazone: acetophenone (2.0 g, 16 mmol) is diluted in 16 ml of absolute ethanol and then hydrazine (2.3 ml, 48 mmol) is added. The mixture is heated to reflux temperature. After 2 h, the solvent is evaporated and the residue is taken up in ether (150 ml). The medium is washed with water (100 ml). After drying over Na2SO4, the ether is evaporated off. A pale yellow oil (1.5 g, 11 mmol, 69%) is obtained. Starting materials: P(OC)(OC)O (dimethyl hydrogen phosphite), C(C)(C)(C)OOC(C)(C)C (di-tertiary-butyl peroxide), C(C)(C)(C)OOC(C)(C)C (di-tertiary-butyl peroxide), CC1=CCC2CC1C2(C)C (α-pinene). The product is C1(C(CC(CC1P(OC)(OC)=O)C(C)C)P(OC)(OC)=O)C (Tetramethyl para-menthane-2,6-diyldiphosphonate). RXN SMILES: [P:1]([OH:6])([O:4][CH3:5])[O:2][CH3:3].C(O[O:12][C:13](C)(C)C)(C)(C)C.[CH3:17][C:18]1[CH:23]2[C:24]([CH3:26])([CH3:25])[CH:21]([CH2:22]2)[CH2:20][CH:19]=1>>[CH:18]1([CH3:17])[CH:19]([P:1](=[O:6])([O:4][CH3:5])[O:2][CH3:3])[CH2:20][CH:21]([CH:24]([CH3:26])[CH3:25])[CH2:22][CH:23]1[P:1](=[O:4])([O:12][CH3:13])[O:2][CH3:3]. Procedure details: In a manner similar to the previous examples, 233 ml of dimethyl hydrogen phosphite was stirred with 4.6 ml of di-tertiary-butyl peroxide at 140°-150° while α-pinene (81 ml) was added over a period of 15 minutes. After maintaining the reaction mixture at 140° for 18 hours, an additional 4.6 ml of di-tertiary-butyl peroxide was added. After heating an additional 30 minutes, the reaction mixture was subjected to distillation which provided the di-adduct. The NMR spectrum showed the methyl ester gr... The reactants are O=C(Cl)CCCCCl, NC1c2ccccc2CSc2ccccc21, C1COCCO1. Yields the product O=C(CCCCCl)NC1c2ccccc2CSc2ccccc21. RXN SMILES: [Cl:17][CH2:18][CH2:19][CH2:20][CH2:21][C:22](=[O:23])[Cl:24].[NH2:1][CH:2]1[c:3]2[c:4]([cH:13][cH:14][cH:15][cH:16]2)[S:5][CH2:6][c:7]2[c:8]1[cH:9][cH:10][cH:11][cH:12]2.[O:25]1[CH2:26][CH2:27][O:28][CH2:29][CH2:30]1>>[NH:1]([CH:2]1[c:3]2[c:4]([cH:13][cH:14][cH:15][cH:16]2)[S:5][CH2:6][c:7]2[c:8]1[cH:9][cH:10][cH:11][cH:12]2)[C:22]([CH2:21][CH2:20][CH2:19][CH2:18][Cl:17])=[O:23]. Starting materials: Oc1ccc(Nc2ncnc3cccc(F)c23)cc1Cl, CC(N)CO. The product is CC(N)COc1cccc2ncnc(Nc3ccc(O)c(Cl)c3)c12. RXN SMILES: [Cl:1][c:2]1[c:3]([OH:20])[cH:4][cH:5][c:6]([NH:8][c:9]2[n:10][cH:11][n:12][c:13]3[cH:14][cH:15][cH:16][c:17]([F:19])[c:18]23)[cH:7]1.[NH2:21][CH:22]([CH2:23][OH:24])[CH3:25]>>[Cl:1][c:2]1[c:3]([OH:20])[cH:4][cH:5][c:6]([NH:8][c:9]2[n:10][cH:11][n:12][c:13]3[cH:14][cH:15][cH:16][c:17]([O:24][CH2:23][CH:22]([NH2:21])[CH3:25])[c:18]23)[cH:7]1. RXN SMILES: [CH2:34]1[O:35][CH2:36][CH2:37][CH2:38]1.[CH3:23][C:24]1([CH3:33])[CH2:25][C:26](=[O:32])[CH2:27][C:28]([CH3:30])([CH3:31])[CH2:29]1.[OH:1][CH2:2][CH2:3][O:4][CH2:5][CH2:6][O:7][c:8]1[cH:9][cH:10][c:11]([C:14](=[O:15])[c:16]2[cH:17][cH:18][c:19]([OH:22])[cH:20][cH:21]2)[cH:12][cH:13]1>>[OH:1][CH2:2][CH2:3][O:4][CH2:5][CH2:6][O:7][c:8]1[cH:9][cH:10][c:11]([C:14]([c:16]2[cH:17][cH:18][c:19]([OH:22])[cH:20][cH:21]2)=[C:26]2[CH2:25][C:24]([CH3:23])([CH3:33])[CH2:29][C:28]([CH3:30])([CH3:31])[CH2:27]2)[cH:12][cH:13]1. Product: CC1(C)CC(=C(c2ccc(O)cc2)c2ccc(OCCOCCO)cc2)CC(C)(C)C1. The reactants are C1CCOC1, CC1(C)CC(=O)CC(C)(C)C1, O=C(c1ccc(O)cc1)c1ccc(OCCOCCO)cc1.